This data is from the Open Reaction Database (ORD), a public repository of structured organic reaction records. The task is: describe an organic reaction: reactants, conditions, products, and yield The reactants are F[B-](F)(F)F.C[O+](C)C (trimethyloxonium tetrafluoroborate), O=C1NCCCC1C(=O)OCC (ethyl 2-oxopiperidine-3-carboxylate), COC1=C(C=CC(=N1)C(=O)NN)N1C=NC(=C1)C (6-Methoxy-5-(4-methyl-1H-imidazol-1-yl)pyridine-2-carbohydrazide). The solvent is C(C)#N (acetonitrile). Conditions: time 2 hour. The product is COC1=C(C=CC(=N1)C1=NN=C2N1CCCC2C(=O)OCC)N2C=NC(=C2)C (ethyl 3-[6-methoxy-5-(4-methyl-1H-imidazol-1-yl)pyridin-2-yl]-5,6,7,8-tetrahydro[1,2,4]triazolo[4,3-a]pyridine-8-carboxylate). Isolated yield 40.1%. As a reaction SMILES: O=[C:2]1[CH:7]([C:8]([O:10][CH2:11][CH3:12])=[O:9])[CH2:6][CH2:5][CH2:4][NH:3]1.F[B-](F)(F)F.C[O+](C)C.[CH3:22][O:23][C:24]1[N:29]=[C:28]([C:30]([NH:32][NH2:33])=O)[CH:27]=[CH:26][C:25]=1[N:34]1[CH:38]=[C:37]([CH3:39])[N:36]=[CH:35]1>C(#N)C>[CH3:22][O:23][C:24]1[N:29]=[C:28]([C:30]2[N:3]3[CH2:4][CH2:5][CH2:6][CH:7]([C:8]([O:10][CH2:11][CH3:12])=[O:9])[C:2]3=[N:33][N:32]=2)[CH:27]=[CH:26][C:25]=1[N:34]1[CH:38]=[C:37]([CH3:39])[N:36]=[CH:35]1 |f:1.2|. Procedure: To a mixture of ethyl 2-oxopiperidine-3-carboxylate (3.5 g) in acetonitrile (100 mL) was added trimethyloxonium tetrafluoroborate (3.0 g) at room temperature, and the mixture was stirred at room temperature for 2 hr. 6-Methoxy-5-(4-methyl-1H-imidazol-1-yl)pyridine-2-carbohydrazide (5.0 g) was added to the reaction mixture at room temperature, and the solvent was evaporated under reduced pressure. Methanol (100 mL) was added to the residue at room temperature, and the mixture was stirred for 2 hr...